From a dataset of the Open Reaction Database (ORD), a public repository of structured organic reaction records. describe an organic reaction: reactants, conditions, products, and yield The reactants are COC(=O)C1C(OC)CCN1C(=O)OC(C)(C)C, CO, N. Product: COC1CCN(C(=O)OC(C)(C)C)C1C(N)=O. As a reaction SMILES: [CH3:1][O:2][C:3](=[O:4])[CH:5]1[N:6]([C:12](=[O:13])[O:14][C:15]([CH3:16])([CH3:17])[CH3:18])[CH2:7][CH2:8][CH:9]1[O:10][CH3:11].[CH3:20][OH:21].[NH3:19]>>[O:2]=[C:3]([CH:5]1[N:6]([C:12](=[O:13])[O:14][C:15]([CH3:16])([CH3:17])[CH3:18])[CH2:7][CH2:8][CH:9]1[O:10][CH3:11])[NH2:19]. The reactants are N1=CC=C(C2=CC=CC=C12)C=O (4-quinolinecarboxaldehyde), [BH4-].[Na+] (sodium borohydride), C(C)(=O)O (Acetic acid), O (water). The solvent is C(C)O (ethanol). Reaction conditions: time 45 minute. Yields the product OCC1=CC=NC2=CC=CC=C12 (4-hydroxymethylquinoline). RXN SMILES: [N:1]1[C:10]2[C:5](=[CH:6][CH:7]=[CH:8][CH:9]=2)[C:4]([CH:11]=[O:12])=[CH:3][CH:2]=1.[BH4-].[Na+].O.C(O)(=O)C>C(O)C>[OH:12][CH2:11][C:4]1[C:5]2[C:10](=[CH:9][CH:8]=[CH:7][CH:6]=2)[N:1]=[CH:2][CH:3]=1 |f:1.2|. Procedure details: To a stirred solution of 10 g of 4-quinolinecarboxaldehyde in 400 ml of absolute ethanol at room temperature is added 2.4 g of sodium borohydride. After 45 minutes, 20 ml of water is added and the reaction mixture is stirred for an additional 20 minutes. Acetic acid (20 ml) is added slowly. The reaction mixture is evaporated to a small volume and partitioned between water and methylene chloride. The organic layer is washed with saturated potassium carbonate, saturated sodium chloride solution, d...